From a dataset of the Open Reaction Database (ORD), a public repository of structured organic reaction records. describe an organic reaction: reactants, conditions, products, and yield Starting materials: CN(S(=O)(=O)Cl)C (dimethylsulfamyl chloride), N1(CCOCC1)C=1C=NC2=CC=C(C=C2N1)C1=CC=C(C=C1)N (4-(3-morpholin-4-yl-quinoxalin-6-yl)-phenylamine). Solvent: N1=CC=CC=C1 (pyridine), N1=CC=CC=C1 (pyridine). Reaction conditions: time 8 hour. Yields the product CN(S(NC1=CC=C(C=C1)C=1C=C2N=C(C=NC2=CC1)N1CCOCC1)(=O)=O)C (N,N-dimethyl-N′-{4-[3-(morpholin-4-yl)quinoxalin-6-yl]phenyl}sulfuric diamide). The yield is 52.6%. Reaction SMILES: [N:1]1([C:7]2[CH:8]=[N:9][C:10]3[C:15]([N:16]=2)=[CH:14][C:13]([C:17]2[CH:22]=[CH:21][C:20]([NH2:23])=[CH:19][CH:18]=2)=[CH:12][CH:11]=3)[CH2:6][CH2:5][O:4][CH2:3][CH2:2]1.[CH3:24][N:25]([CH3:30])[S:26](Cl)(=[O:28])=[O:27]>N1C=CC=CC=1>[CH3:24][N:25]([CH3:30])[S:26](=[O:28])(=[O:27])[NH:23][C:20]1[CH:21]=[CH:22][C:17]([C:13]2[CH:14]=[C:15]3[C:10](=[CH:11][CH:12]=2)[N:9]=[CH:8][C:7]([N:1]2[CH2:2][CH2:3][O:4][CH2:5][CH2:6]2)=[N:16]3)=[CH:18][CH:19]=1. Procedure: A mixture of 4-(3-morpholin-4-yl-quinoxalin-6-yl)-phenylamine [intermediate example 4.1] (100 mg) and pyridine (0.5 mL) was treated with a solution of dimethylsulfamyl chloride (75 mg, 0.65 mmol) in pyridine (0.6 mL) and stirred at room temperature overnight. The reaction was partitioned between dichloromethane and water, the phases separated and the organic layer concentrated in vacuo. The residue was purified by preparative reverse phase HPLC to give the title compound (71 mg). 1H-NMR (300 MHz... Reactants: C(C)(=O)N1C2=C(C3=CC=CC=C13)C=C(N=C2)C(=O)C2(C(N(C1=CC=C(C=C21)OC)C2=CC=C(C=C2)F)=O)N (3-{9-acetyl-9H-pyrido[3,4-b]-indol-3-yl-carbonyl}-amino-5-methoxy-1-(4-fluorophenyl)-2-indolinone), B(Br)(Br)Br (boron tribromide), CO (methanol). The solvent is ClCCl (dichloromethane), ClCCl (dichloromethane). Run at time 10 minute. The product is C(C)(=O)N1C2=C(C3=CC=CC=C13)C=C(N=C2)C(=O)C2(C(N(C1=CC=C(C=C21)O)C2=CC=C(C=C2)F)=O)N (3-{9-acetyl-9H-pyrido[3,4-b]-indol-3-yl-carbonyl}-amino-5-hydroxy-1-(4-fluorophenyl)-2-indolinone). The yield is 71.2%. RXN SMILES: [C:1]([N:4]1[C:12]2[C:7](=[CH:8][CH:9]=[CH:10][CH:11]=2)[C:6]2[CH:13]=[C:14]([C:17]([C:19]3([NH2:38])[C:27]4[C:22](=[CH:23][CH:24]=[C:25]([O:28]C)[CH:26]=4)[N:21]([C:30]4[CH:35]=[CH:34][C:33]([F:36])=[CH:32][CH:31]=4)[C:20]3=[O:37])=[O:18])[N:15]=[CH:16][C:5]1=2)(=[O:3])[CH3:2].B(Br)(Br)Br.CO>ClCCl>[C:1]([N:4]1[C:12]2[C:7](=[CH:8][CH:9]=[CH:10][CH:11]=2)[C:6]2[CH:13]=[C:14]([C:17]([C:19]3([NH2:38])[C:27]4[C:22](=[CH:23][CH:24]=[C:25]([OH:28])[CH:26]=4)[N:21]([C:30]4[CH:35]=[CH:34][C:33]([F:36])=[CH:32][CH:31]=4)[C:20]3=[O:37])=[O:18])[N:15]=[CH:16][C:5]1=2)(=[O:3])[CH3:2]. Procedure: In 40 ml of dichloromethane was suspended 1.54 g (3.04 mmole) of 3-{9-acetyl-9H-pyrido[3,4-b]-indol-3-yl-carbonyl}-amino-5-methoxy-1-(4-fluorophenyl)-2-indolinone, and to the suspension was added dropwise under ice cooling a solution of 1.1 ml (4 mole equivalent) of boron tribromide dissolved in 10 ml of dichloromethane. After completion of the dropwise addition, the mixture was stirred for 10 minutes under ice cooling and then stirred at room temperature for 1.5 hours. After completion of the r... Starting materials: CN(CCNC)C (N,N,N′-Trimethylethylenediamine), C(C1=CC=CC=C1)OCC(=O)Cl (2-Benzyloxyacetyl chloride). Solvent: ClCCl (dichloromethane). Run at temperature 0 celsius, time 8 hour. Product: C(C1=CC=CC=C1)OCC(=O)N(C)CCN(C)C (2-Benzyloxy-N-(2-(dimethylamino)ethyl)-N-methylacetamide). As a reaction SMILES: [CH3:1][N:2]([CH3:7])[CH2:3][CH2:4][NH:5][CH3:6].[CH2:8]([O:15][CH2:16][C:17](Cl)=[O:18])[C:9]1[CH:14]=[CH:13][CH:12]=[CH:11][CH:10]=1>ClCCl>[CH2:8]([O:15][CH2:16][C:17]([N:5]([CH2:4][CH2:3][N:2]([CH3:7])[CH3:1])[CH3:6])=[O:18])[C:9]1[CH:14]=[CH:13][CH:12]=[CH:11][CH:10]=1. Procedure details: N,N,N′-Trimethylethylenediamine (99, 0.17 mL, 1.308 mmol) was dissolved in 5 mL of dichloromethane and cooled to 0° C. in an ice-water bath. 2-Benzyloxyacetyl chloride (100, 0.2 mL, 1.267 mmol) was added to the above solution dropwise and the mixture was allowed to warm to room temperature. After overnight, the reaction was complete and the mixture was concentrated and used in the next step without purification as HCl salt: 1H NMR (400 MHz, CDCl3): δ 2.86 (s, 3H), 2.87 (s, 3H), 3.09 (s, 3H), 3.1... The reactants are CCO, CC(=O)O, CCCC[Sn](CCCC)(CCCC)c1ccc(OCC)c(-c2cc(Cl)nc(N)n2)c1, [I-], [Na+], [Na+], [Na+], [Na+], [OH-], O, O=S([O-])([O-])=S. Product: CCOc1ccc(I)cc1-c1cc(Cl)nc(N)n1. Reaction SMILES: [CH3:42][CH2:43][OH:44].[CH3:46][C:47](=[O:48])[OH:49].[Cl:1][c:2]1[n:3][c:4]([NH2:30])[n:5][c:6](-[c:8]2[c:9]([O:27][CH2:28][CH3:29])[cH:10][cH:11][c:12]([Sn:14]([CH2:15][CH2:16][CH2:17][CH3:18])([CH2:19][CH2:20][CH2:21][CH3:22])[CH2:23][CH2:24][CH2:25][CH3:26])[cH:13]2)[cH:7]1.[I-:32].[Na+:31].[Na+:34].[Na+:40].[Na+:41].[OH-:33].[OH2:45].[S:35]([O-:36])([O-:37])(=[O:38])=[S:39]>>[Cl:1][c:2]1[n:3][c:4]([NH2:30])[n:5][c:6](-[c:8]2[c:9]([O:27][CH2:28][CH3:29])[cH:10][cH:11][c:12]([I:32])[cH:13]2)[cH:7]1. Starting materials: CC(NC(=O)C1=C(O)c2ccc(Br)cc2C(C)(C)C1=O)C(=O)OC(C)(C)C, O=C(O)C(F)(F)F, O. The product is CC(NC(=O)C1=C(O)c2ccc(Br)cc2C(C)(C)C1=O)C(=O)O. Reaction SMILES: [Br:1][c:2]1[cH:3][cH:4][c:5]2[c:10]([cH:11]1)[C:9]([CH3:12])([CH3:13])[C:8](=[O:14])[C:7]([C:15](=[O:16])[NH:17][CH:18]([CH3:19])[C:20](=[O:21])[O:22][C:23]([CH3:24])([CH3:25])[CH3:26])=[C:6]2[OH:27].[F:28][C:29]([F:30])([F:31])[C:32]([OH:33])=[O:34].[OH2:35]>>[Br:1][c:2]1[cH:3][cH:4][c:5]2[c:10]([cH:11]1)[C:9]([CH3:12])([CH3:13])[C:8](=[O:14])[C:7]([C:15](=[O:16])[NH:17][CH:18]([CH3:19])[C:20](=[O:21])[OH:22])=[C:6]2[OH:27]. Starting materials: CN(C)CCOC(=O)c1cc2cccc(OCc3ccccc3)c2[nH]1, CO, C1CCOC1. The product is CN(C)CCOC(=O)c1cc2cccc(O)c2[nH]1. RXN SMILES: [CH3:1][N:2]([CH2:3][CH2:4][O:5][C:6](=[O:7])[c:8]1[nH:9][c:10]2[c:11]([O:17][CH2:18][c:19]3[cH:20][cH:21][cH:22][cH:23][cH:24]3)[cH:12][cH:13][cH:14][c:15]2[cH:16]1)[CH3:25].[CH3:26][OH:27].[O:28]1[CH2:29][CH2:30][CH2:31][CH2:32]1>>[CH3:1][N:2]([CH2:3][CH2:4][O:5][C:6](=[O:7])[c:8]1[nH:9][c:10]2[c:11]([OH:17])[cH:12][cH:13][cH:14][c:15]2[cH:16]1)[CH3:25]. Starting materials: ClC1=NC=CC2=C1SC(=N2)C2=C(C=C(C=C2Cl)I)Cl (4-chloro-2-(2,6-dichloro-4-iodo-phenyl)-thiazolo[5,4-c]pyridine), vinyl borane pinacol ester, C([O-])([O-])=O.[Na+].[Na+] (sodium carbonate), O1CCOCC1 (dioxane). The reagents and catalysts are Cl[Pd]([P](C1=CC=CC=C1)(C2=CC=CC=C2)C3=CC=CC=C3)([P](C4=CC=CC=C4)(C5=CC=CC=C5)C6=CC=CC=C6)Cl (PdCl2(PPh3)2). Run in O (water). Run at temperature 100 celsius. Yields the product ClC1=NC=CC2=C1SC(=N2)C2=C(C=C(C=C2Cl)C=C)Cl (4-Chloro-2-(2,6-dichloro-4-vinyl-phenyl)-thiazolo[5,4-c]pyridine). Isolated yield 72.0%. Reaction SMILES: [Cl:1][C:2]1[C:7]2[S:8][C:9]([C:11]3[C:16]([Cl:17])=[CH:15][C:14](I)=[CH:13][C:12]=3[Cl:19])=[N:10][C:6]=2[CH:5]=[CH:4][N:3]=1.C(=O)([O-])[O-].[Na+].[Na+].O1CCO[CH2:28][CH2:27]1>O.Cl[Pd](Cl)([P](C1C=CC=CC=1)(C1C=CC=CC=1)C1C=CC=CC=1)[P](C1C=CC=CC=1)(C1C=CC=CC=1)C1C=CC=CC=1>[Cl:1][C:2]1[C:7]2[S:8][C:9]([C:11]3[C:16]([Cl:17])=[CH:15][C:14]([CH:27]=[CH2:28])=[CH:13][C:12]=3[Cl:19])=[N:10][C:6]=2[CH:5]=[CH:4][N:3]=1 |f:1.2.3,^1:35,54|. Procedure: A mixture of 4-chloro-2-(2,6-dichloro-4-iodo-phenyl)-thiazolo[5,4-c]pyridine (0.30 g, 0.68 mmol), vinyl borane pinacol ester (0.105 g, 0.68 mmol), PdCl2(PPh3)2 (0.029 g, 0.04 mmol) and sodium carbonate (0.288 g, 2.70 mmol) in water (0.4 mL) and dioxane (4 mL) was degassed with nitrogen and heated at 100° C. for 2 hours. The reaction mixture was cooled to room temperature and then partitioned between EtOAc and water. The organic layer was separated, dried over Na2SO4 and concentrated under reduce...